From a dataset of the Open Reaction Database (ORD), a public repository of structured organic reaction records. describe an organic reaction: reactants, conditions, products, and yield Reactants: C(C)(C)(C)OC([C@@H](NC(=O)OCC1=CC=CC=C1)CC1=CC=C(C=C1)O)=O (N-(benzyloxycarbonyl)-L-tyrosine tert-butyl ester), BrCCCO (3-bromo-1-propanol), C([O-])([O-])=O.[Cs+].[Cs+] (cesium carbonate). The solvent is CN(C=O)C (N,N-dimethylformamide). Run at time 24 hour. Product: OCCCOC1=CC=C(C=C1)C[C@@H](C(=O)OC(C)(C)C)NC(=O)OCC1=CC=CC=C1 (tert-butyl (2S)-3-[4-(3-hydroxypropoxy)phenyl]-2-[(phenylmethoxy)carbonylamino]propanoate). The yield is 62.6%. Reaction SMILES: [C:1]([O:5][C:6](=[O:27])[C@H:7]([CH2:19][C:20]1[CH:25]=[CH:24][C:23]([OH:26])=[CH:22][CH:21]=1)[NH:8][C:9]([O:11][CH2:12][C:13]1[CH:18]=[CH:17][CH:16]=[CH:15][CH:14]=1)=[O:10])([CH3:4])([CH3:3])[CH3:2].Br[CH2:29][CH2:30][CH2:31][OH:32].C(=O)([O-])[O-].[Cs+].[Cs+]>CN(C)C=O>[OH:32][CH2:31][CH2:30][CH2:29][O:26][C:23]1[CH:22]=[CH:21][C:20]([CH2:19][C@H:7]([NH:8][C:9]([O:11][CH2:12][C:13]2[CH:18]=[CH:17][CH:16]=[CH:15][CH:14]=2)=[O:10])[C:6]([O:5][C:1]([CH3:4])([CH3:2])[CH3:3])=[O:27])=[CH:25][CH:24]=1 |f:2.3.4|. Procedure details: A mixture of N-(benzyloxycarbonyl)-L-tyrosine tert-butyl ester (0.37 g, 1.0 mmol), 3-bromo-1-propanol (0.09 mL, 1.0 mmol), and cesium carbonate (0.33 g, 1.0 mmol) in anhydrous N,N-dimethylformamide (5 mL) was stirred at room temperature for 24 h. The reaction mixture was evaporated to dryness under high vacuum and the residue was partitioned between water and ethyl acetate. The aqueous layer was separated and extracted with ethyl acetate. The ethyl acetate extracts were combined and washed once ... The reactants are FC1=CC=C(C=C1)C1=CC=C(C=C1)C#C[C@@H]1CC[C@H](CC1)CCC=O (3-[trans-4-[(4'-fluoro-4-biphenylyl)ethynyl]cyclohexyl]propanal), [BH4-].[Na+] (sodium borohydride). Run in CO.O (methanol water), O1CCOCC1 (dioxan). Conditions: time 0.75 hour. Yields the product FC1=CC=C(C=C1)C1=CC=C(C=C1)C#C[C@@H]1CC[C@H](CC1)CCCO (3-[trans-4-[(4'-fluoro-4-biphenylyl)ethynyl]cyclohexyl]propanol). Yield: 81.3%. Reaction SMILES: [F:1][C:2]1[CH:7]=[CH:6][C:5]([C:8]2[CH:13]=[CH:12][C:11]([C:14]#[C:15][C@H:16]3[CH2:21][CH2:20][C@H:19]([CH2:22][CH2:23][CH:24]=[O:25])[CH2:18][CH2:17]3)=[CH:10][CH:9]=2)=[CH:4][CH:3]=1.[BH4-].[Na+]>CO.O.O1CCOCC1>[F:1][C:2]1[CH:3]=[CH:4][C:5]([C:8]2[CH:13]=[CH:12][C:11]([C:14]#[C:15][C@H:16]3[CH2:21][CH2:20][C@H:19]([CH2:22][CH2:23][CH2:24][OH:25])[CH2:18][CH2:17]3)=[CH:10][CH:9]=2)=[CH:6][CH:7]=1 |f:1.2,3.4|. Procedure details: A solution of 0.44 g of 3-[trans-4-[(4'-fluoro-4-biphenylyl)ethynyl]cyclohexyl]propanal in 20 ml of methanol/water (vol. 4:1) and 15 ml of dioxan is treated portionwise with 0.10 g of sodium borohydride. The reaction mixture is stirred at room temperature for 0.75 hour and concentrated. The residue is treated with water and extracted with diethyl ether. The ether phase is washed with water, dried over sodium sulphate, filtered and evaporated. 0.36 g of 3-[trans-4-[(4'-fluoro-4-biphenylyl)ethynyl... Starting materials: C1(CCCCCCC1)=NNC(=O)N (cyclooctanone-semicarbazone), C1(CCCC1)N (cyclopentyl-amine), N (ammonia). Run in O1CCOCC1 (dioxane). The product is C1(CCCC1)NC(N)=O (N'-cyclopentyl-urea). Reaction SMILES: C1(=N[NH:10][C:11](N)=[O:12])CCCCCCC1.[CH:14]1([NH2:19])[CH2:18][CH2:17][CH2:16][CH2:15]1.N>O1CCOCC1>[CH:14]1([NH:19][C:11](=[O:12])[NH2:10])[CH2:18][CH2:17][CH2:16][CH2:15]1. Reported procedure: 1.8 g of 4-[4-(β-<2-methoxy-5-chloro-benzamido>-ethyl)-benzenesulfonyl]-cyclooctanone-semicarbazone, 50 ml of dioxane and 0.29 g of cyclopentyl-amine were refluxed for 1 hour. The clear solution was concentrated in vacuo and the residue obtained was treated with about 0.5 %-aqueous ammonia. After filtration the filtrate was acidified. A crystalline precipitate of N-[4-(β-<2-methoxy-5-chlorobenzamido>-ethyl)-benzenesulfonyl]-N'-cyclopentyl-urea was obtained, separated by suction-filtration, dried... Starting materials: N[C@@H]1[C@@H](CCCC1)NC1=NC(=C(C(=O)N)C=C1F)NC=1C=C2C=CC=NC2=C(C1)OCC1=CC=CC=C1 (6-(((cis)-2-aminocyclohexyl)amino)-2-((8-(benzyloxy)quinolin-6-yl)amino)-5-fluoronicotinamide). The reagents and catalysts are [OH-].[OH-].[Pd+2] (Pd(OH)2/C). Run in CO (methanol). Yields the product N[C@@H]1[C@@H](CCCC1)NC1=NC(=C(C(=O)N)C=C1F)NC=1C=C2C=CC=NC2=C(C1)O (6-(((cis)-2-aminocyclohexyl)amino)-5-fluoro-2-((8-hydroxyquinolin-6-yl)amino)nicotinamide). Yield: 73.2%. Reaction SMILES: [NH2:1][C@H:2]1[CH2:7][CH2:6][CH2:5][CH2:4][C@H:3]1[NH:8][C:9]1[C:17]([F:18])=[CH:16][C:12]([C:13]([NH2:15])=[O:14])=[C:11]([NH:19][C:20]2[CH:21]=[C:22]3[C:27](=[C:28]([O:30]CC4C=CC=CC=4)[CH:29]=2)[N:26]=[CH:25][CH:24]=[CH:23]3)[N:10]=1>[OH-].[OH-].[Pd+2].CO>[NH2:1][C@H:2]1[CH2:7][CH2:6][CH2:5][CH2:4][C@H:3]1[NH:8][C:9]1[C:17]([F:18])=[CH:16][C:12]([C:13]([NH2:15])=[O:14])=[C:11]([NH:19][C:20]2[CH:21]=[C:22]3[C:27](=[C:28]([OH:30])[CH:29]=2)[N:26]=[CH:25][CH:24]=[CH:23]3)[N:10]=1 |f:1.2.3|. Reported procedure: A methanol (5 ml) solution containing 6-(((cis)-2-aminocyclohexyl)amino)-2-((8-(benzyloxy)quinolin-6-yl)amino)-5-fluoronicotinamide (20 mg) was prepared and was subjected to a hydrogenation reaction (room temperature; 1 bar; flow rate: 1 ml/min; 20% Pd(OH)2/C) using H-cube™. Then, the solvent was distilled away under reduced pressure. The residue was dissolved in ethyl acetate, 4M hydrogen chloride/1,4-dioxane (50 μl) was added, the resulting precipitate was collected by filtration, and a yellow...